From a dataset of the Open Reaction Database (ORD), a public repository of structured organic reaction records. describe an organic reaction: reactants, conditions, products, and yield Starting materials: ice water, CC(C)OC(C1=C(C=C(C=C1)Cl)S(=O)(=O)N)=O ((1-methylethyl)-2-(aminosulfonyl)-4-chlorobenzoate), C(CCC)N=C=O (butylisocyanate), C([O-])([O-])=O.[K+].[K+] (potassium carbonate). Solvent: CC(CC)=O (2-butanone). The product is CC(C)OC(C1=C(C=C(C=C1)Cl)S(=O)(=O)NC(=O)NCCCC)=O ((1-Methylethyl)-2-[(butylaminocarbonyl)aminosulfonyl]-4-chlorobenzoate). Yield: 49.5%. Reaction SMILES: [CH3:1][CH:2]([O:4][C:5](=[O:17])[C:6]1[CH:11]=[CH:10][C:9]([Cl:12])=[CH:8][C:7]=1[S:13]([NH2:16])(=[O:15])=[O:14])[CH3:3].[CH2:18]([N:22]=[C:23]=[O:24])[CH2:19][CH2:20][CH3:21].C(=O)([O-])[O-].[K+].[K+]>CC(=O)CC>[CH3:3][CH:2]([O:4][C:5](=[O:17])[C:6]1[CH:11]=[CH:10][C:9]([Cl:12])=[CH:8][C:7]=1[S:13]([NH:16][C:23]([NH:22][CH2:18][CH2:19][CH2:20][CH3:21])=[O:24])(=[O:14])=[O:15])[CH3:1] |f:2.3.4|. Procedure: A mixture of 1063.4 g of (1-methylethyl)-2-(aminosulfonyl)-4-chlorobenzoate, 590.4 g of butylisocyanate, 590.4 g of potassium carbonate and 10.8 L of 2-butanone was heated at reflux overnight. After cooling to ambient temperature, the reaction mixture was divided into two portions. Each portion was poured into 10 L of ice-water. The aqueous mixtures were extracted with 9 L each of methylene chloride. The combined aqueous phases were acidified to pH 1.0 with concentrated hydrochloric acid. The re... The reactants are FC1=C(C=C(C(=C1)C(F)(F)F)F)C1=CC(=C(S1)CO[Si](C(C)C)(C(C)C)C(C)C)C (({5-[2,5-difluoro-4-(trifluoromethyl)phenyl]-3-methylthien-2-yl}methoxy)(triisopropyl)silane), CC1=C(SC(=C1)C1=CC=C(C=C1)OC(F)(F)F)CO ({3-methyl-5-[4-(trifluoromethoxy)phenyl]thien-2-yl}methanol), CC1=C(SC(=C1)C1=CC=C(C=C1)OC(F)(F)F)CO ({3-methyl-5-[4-(trifluoromethoxy)phenyl]thien-2-yl}methanol), FC1=C(C=C(C(=C1)C(F)(F)F)F)C1=CC(=C(S1)CO[Si](C(C)C)(C(C)C)C(C)C)C (({5-[2,5-difluoro-4-(trifluoromethyl)phenyl]-3-methylthien-2-yl}methoxy)(triisopropyl)silane). Yields the product FC1=C(C=C(C(=C1)C(F)(F)F)F)C1=CC(=C(S1)CO)C ({5-[2,5-difluoro-4-(trifluoromethyl)phenyl]-3-methylthien-2-yl}methanol). RXN SMILES: CC1C=C(C2C=CC(OC(F)(F)F)=CC=2)SC=1CO.[F:20][C:21]1[CH:26]=[C:25]([C:27]([F:30])([F:29])[F:28])[C:24]([F:31])=[CH:23][C:22]=1[C:32]1[S:36][C:35]([CH2:37][O:38][Si](C(C)C)(C(C)C)C(C)C)=[C:34]([CH3:49])[CH:33]=1>>[F:20][C:21]1[CH:26]=[C:25]([C:27]([F:29])([F:28])[F:30])[C:24]([F:31])=[CH:23][C:22]=1[C:32]1[S:36][C:35]([CH2:37][OH:38])=[C:34]([CH3:49])[CH:33]=1. Procedure: The title compound was prepared using a method analogous to that used for the preparation of {3-methyl-5-[4-(trifluoromethoxy)phenyl]thien-2-yl}methanol (intermediate 118) using ({5-[2,5-difluoro-4-(trifluoromethyl)phenyl]-3-methylthien-2-yl}methoxy)(triisopropyl)silane (intermediate 119). The reactants are C(C)(C)(C)OC(NC(=N)C=1SC(=C(C1)S(=O)(=O)C=1C=NC(=C(C1)Br)Cl)SC)=O ({[4-(5-bromo-6-chloro-pyridine-3-sulfonyl)-5-methylsulfanyl-thiophen-2-yl]-imino-methyl}-carbamic acid tert-butyl ester), NCC(CO)(C)C (3-amino-2,2-dimethylpropanol), C(Cl)Cl.C(=O)(C(F)(F)F)O (DCM TFA). Product: FC(C(=O)O)(F)F.BrC=1C=C(C=NC1NCC(CO)(C)C)S(=O)(=O)C=1C=C(SC1SC)C(=N)N (4-[5-Bromo-6-(3-hydroxy-2,2-dimethyl-propylamino)-pyridine-3-sulfonyl]-5-methylsulfanyl-thiophene-2-carboxamidine trifluoroacetate). As a reaction SMILES: C(OC(=O)[NH:7][C:8]([C:10]1[S:11][C:12]([S:26][CH3:27])=[C:13]([S:15]([C:18]2[CH:19]=[N:20][C:21](Cl)=[C:22]([Br:24])[CH:23]=2)(=[O:17])=[O:16])[CH:14]=1)=[NH:9])(C)(C)C.[NH2:29][CH2:30][C:31]([CH3:35])([CH3:34])[CH2:32][OH:33].C(Cl)Cl.[C:39]([OH:45])([C:41]([F:44])([F:43])[F:42])=[O:40]>C1COCC1>[F:42][C:41]([F:44])([F:43])[C:39]([OH:45])=[O:40].[Br:24][C:22]1[CH:23]=[C:18]([S:15]([C:13]2[CH:14]=[C:10]([C:8]([NH2:7])=[NH:9])[S:11][C:12]=2[S:26][CH3:27])(=[O:17])=[O:16])[CH:19]=[N:20][C:21]=1[NH:29][CH2:30][C:31]([CH3:35])([CH3:34])[CH2:32][OH:33] |f:2.3,5.6|. Solvent: C1CCOC1 (THF). Procedure: The reaction was conducted following the procedure for Example 164: step c, using {[4-(5-bromo-6-chloro-pyridine-3-sulfonyl)-5-methylsulfanyl-thiophen-2-yl]-imino-methyl}-carbamic acid tert-butyl ester (0.035 g, 0.066 mmol), 3-amino-2,2-dimethylpropanol (0.013 g, 0.133 mmol), THF [2 mL], followed by DCM/TFA (1:1) and reverse-phase HPLC to yield the title compound. ESI-MS (m/z): Calcd. for C17H22BrN3O3S3: 493.48 (M+H); found 493.1, 495.0. Reactants: Cl (Hydrogen chloride), C(C)(C)(C)OC(=O)N1CCC(CC1)C=1NC(=C(N1)C1=CC=NC=C1)C1=CC=C(C=C1)F (4-[5-(4-fluorophenyl)-4-pyridin-4-yl-1H-imidazol-2-yl]-piperidine-1-carboxylic acid tert-butyl ester). Run in C(C)(=O)OCC (ethyl acetate). Product: FC1=CC=C(C=C1)C1=C(N=C(N1)C1CCNCC1)C1=CC=NC=C1 (4-[5-(4-FLUOROPHENYL)-4-PYRIDIN-4-YL-1H-IMIDAZOL-2-YL]PIPERIDINE). Isolated yield 25.8%. Reaction SMILES: Cl.C(OC([N:9]1[CH2:14][CH2:13][CH:12]([C:15]2[NH:16][C:17]([C:26]3[CH:31]=[CH:30][C:29]([F:32])=[CH:28][CH:27]=3)=[C:18]([C:20]3[CH:25]=[CH:24][N:23]=[CH:22][CH:21]=3)[N:19]=2)[CH2:11][CH2:10]1)=O)(C)(C)C>C(OCC)(=O)C>[F:32][C:29]1[CH:30]=[CH:31][C:26]([C:17]2[NH:16][C:15]([CH:12]3[CH2:11][CH2:10][NH:9][CH2:14][CH2:13]3)=[N:19][C:18]=2[C:20]2[CH:21]=[CH:22][N:23]=[CH:24][CH:25]=2)=[CH:27][CH:28]=1. Procedure: Hydrogen chloride gas was bubbled through a stirred solution of 4-[5-(4-fluorophenyl)-4-pyridin-4-yl-1H-imidazol-2-yl]-piperidine-1-carboxylic acid tert-butyl ester (0.36 mmol,0.15 g) in ethyl acetate (5 mL) for 0.5 h. The solvent was then evaporated under reduced pressure and the residue diluted with saturated sodium bicarbonate (50 mL). The resulting suspension was extracted with methylene chloride (5×20 mL), the organic layers combined, washed with brine, dried over anhydrous sodium sulfate a... Starting materials: C[Mg]Br (methylmagnesium bromide), COC=1C=C(C=CC1C1=CN=C(O1)C)NC1=NC(=CC(=N1)C(C)=O)COCC(F)(F)F (1-(2-(3-Methoxy-4-(2-methyloxazol-5-yl)phenylamino)-6-((2,2,2-trifluoroethoxy)methyl)-pyrimidin-4-yl)ethanone), [Cl-].[NH4+] (ammonium chloride). The solvent is C1CCOC1 (THF), C1CCOC1 (THF). Conditions: time 5 minute. The product is COC=1C=C(C=CC1C1=CN=C(O1)C)NC1=NC(=CC(=N1)C(C)(C)O)COCC(F)(F)F (2-(2-(3-Methoxy-4-(2-methyloxazol-5-yl)phenylamino)-6-((2,2,2-trifluoroethoxy)methyl)-pyrimidin-4-yl)propan-2-ol). RXN SMILES: [CH3:1][O:2][C:3]1[CH:4]=[C:5]([NH:15][C:16]2[N:21]=[C:20]([C:22](=[O:24])[CH3:23])[CH:19]=[C:18]([CH2:25][O:26][CH2:27][C:28]([F:31])([F:30])[F:29])[N:17]=2)[CH:6]=[CH:7][C:8]=1[C:9]1[O:13][C:12]([CH3:14])=[N:11][CH:10]=1.[CH3:32][Mg]Br.[Cl-].[NH4+]>C1COCC1>[CH3:1][O:2][C:3]1[CH:4]=[C:5]([NH:15][C:16]2[N:21]=[C:20]([C:22]([OH:24])([CH3:32])[CH3:23])[CH:19]=[C:18]([CH2:25][O:26][CH2:27][C:28]([F:29])([F:30])[F:31])[N:17]=2)[CH:6]=[CH:7][C:8]=1[C:9]1[O:13][C:12]([CH3:14])=[N:11][CH:10]=1 |f:2.3|. Procedure details: 1-(2-(3-Methoxy-4-(2-methyloxazol-5-yl)phenylamino)-6-((2,2,2-trifluoroethoxy)methyl)-pyrimidin-4-yl)ethanone (64 mg, 0.15 mmol) was dissolved in THF (5 mL) and was added slowly to a solution of methylmagnesium bromide (3 M in THF, 0.391 mL, 1.17 mmol) in THF (5 mL). The mixture was stirred for 5 min. The mixture was cooled on ice bath and ammonium chloride (sat, aq, 5 mL) was added. The mixture was stirred for 5 min. The mixture was extracted with EtOAc (×2). The solvents were evaporated and th... Reactants: ClC1=C2C=C(NC2=CC(=C1)OC1=C(C=CC=C1)[N+](=O)[O-])C(=O)N=C(NC)N (4-chloro-1-methyl-6-(2-nitrophenoxy)-2-indoloylguanidine), O.O.[Sn](Cl)Cl (tin (II) chloride dihydrate), O.N (ammonia water). The solvent is C(C)O (ethanol), C(C)O (ethanol). The product is NC1=C(OC2=CC(=C3C=C(NC3=C2)C(=O)N=C(NC)N)Cl)C=CC=C1 (6-(2-aminophenoxy)-4-chloro-1-methyl-2-indoloylguanidine). Isolated yield 51.2%. RXN SMILES: [Cl:1][C:2]1[CH:10]=[C:9]([O:11][C:12]2[CH:17]=[CH:16][CH:15]=[CH:14][C:13]=2[N+:18]([O-])=O)[CH:8]=[C:7]2[C:3]=1[CH:4]=[C:5]([C:21]([N:23]=[C:24]([NH2:27])[NH:25][CH3:26])=[O:22])[NH:6]2.O.O.[Sn](Cl)Cl.O.N>C(O)C>[NH2:18][C:13]1[CH:14]=[CH:15][CH:16]=[CH:17][C:12]=1[O:11][C:9]1[CH:8]=[C:7]2[C:3]([CH:4]=[C:5]([C:21]([N:23]=[C:24]([NH2:27])[NH:25][CH3:26])=[O:22])[NH:6]2)=[C:2]([Cl:1])[CH:10]=1 |f:1.2.3,4.5|. Procedure: A mixture of 0.23 g (0.60 mmol) of 4-chloro-1-methyl-6-(2-nitrophenoxy)-2-indoloylguanidine, 0.72 g (3.20 mmol) of tin (II) chloride dihydrate and 15 ml of ethanol was heated to reflux for 3 hours. After cooling, 28% ammonia water was added to the reaction mixture and ethanol was then distilled off under reduced pressure. The residue was extracted three times with ethyl acetate. The combined extracts were then washed with saturated sodium chloride aqueous solution. After drying over anhydrous ma... Starting materials: C(C)(C)(C)OC(N[C@@H](C(=O)N1CCN(CC1)C1=C(C=CC=C1)OC)CC=1C=NC=CC1)=O ((R)-{2-[4-(2-Methoxy-phenyl)-piperazin-1-yl]-2-oxo-1-pyridin-3-ylmethyl-ethyl}-carbamic acid tert-butyl ester), Cl (HCl). The solvent is C1CCOC1 (THF). Conditions: time 3 hour. The product is N[C@@H](C(=O)N1CCN(CC1)C1=C(C=CC=C1)OC)CC=1C=NC=CC1 ((2R)-2-Amino-1-[4-(2-methoxy-phenyl)-piperazin-1-yl]-3-pyridin-3-yl-propan-1-one). The yield is 99.6%. As a reaction SMILES: C(OC(=O)[NH:7][C@H:8]([CH2:25][C:26]1[CH:27]=[N:28][CH:29]=[CH:30][CH:31]=1)[C:9]([N:11]1[CH2:16][CH2:15][N:14]([C:17]2[CH:22]=[CH:21][CH:20]=[CH:19][C:18]=2[O:23][CH3:24])[CH2:13][CH2:12]1)=[O:10])(C)(C)C.Cl>C1COCC1>[NH2:7][C@H:8]([CH2:25][C:26]1[CH:27]=[N:28][CH:29]=[CH:30][CH:31]=1)[C:9]([N:11]1[CH2:12][CH2:13][N:14]([C:17]2[CH:22]=[CH:21][CH:20]=[CH:19][C:18]=2[O:23][CH3:24])[CH2:15][CH2:16]1)=[O:10]. Reported procedure: To a solution of (R)-{2-[4-(2-Methoxy-phenyl)-piperazin-1-yl]-2-oxo-1-pyridin-3-ylmethyl-ethyl}-carbamic acid tert-butyl ester (7.54 g.; 17.1 mmol) from Example 1 in THF (60 mL) at 0° C. was added HCl (4M/Dioxane) (70 mL; 0.28 mol). The mixture was stirred at ambient temperature for 3 hours, and the solvent removed in vacuo. A small portion of the trihydrochloride residue was retained for analytical purposes. The remainder of the residue was dissolved in water (70 mL), washed with ether (40 mL),...